Dataset: the Open Reaction Database (ORD), a public repository of structured organic reaction records. Task: describe an organic reaction: reactants, conditions, products, and yield The reactants are IC1=CN=C2N1C=C(C=C2)C=2C(=NN(C2)C(C2=CC=CC=C2)(C2=CC=CC=C2)C2=CC=CC=C2)C2=CC=C(C=C2)SC (3-iodo-6-{3-[4-(methylsulfanyl)phenyl]-1-trityl-1H-4-pyrazolyl}imidazo[1,2-a]pyridine), O (water), aqueous solution, OOS(=O)[O-].[K+] (oxone). Solvent: O1CCCC1 (tetrahydrofuran), CO (methanol). Conditions: time 2 hour. Yields the product IC1=CN=C2N1C=C(C=C2)C=2C(=NN(C2)C(C2=CC=CC=C2)(C2=CC=CC=C2)C2=CC=CC=C2)C2=CC=C(C=C2)S(=O)(=O)C (3-Iodo-6-{3-[4-(methylsulfonyl)phenyl]-1-trityl-1H-4-pyrazolyl}imidazo[1,2-a]pyridine). Reaction SMILES: [I:1][C:2]1[N:6]2[CH:7]=[C:8]([C:11]3[C:12]([C:35]4[CH:40]=[CH:39][C:38]([S:41][CH3:42])=[CH:37][CH:36]=4)=[N:13][N:14]([C:16]([C:29]4[CH:34]=[CH:33][CH:32]=[CH:31][CH:30]=4)([C:23]4[CH:28]=[CH:27][CH:26]=[CH:25][CH:24]=4)[C:17]4[CH:22]=[CH:21][CH:20]=[CH:19][CH:18]=4)[CH:15]=3)[CH:9]=[CH:10][C:5]2=[N:4][CH:3]=1.[OH:43]OS([O-])=O.[K+].[OH2:49]>O1CCCC1.CO>[I:1][C:2]1[N:6]2[CH:7]=[C:8]([C:11]3[C:12]([C:35]4[CH:36]=[CH:37][C:38]([S:41]([CH3:42])(=[O:43])=[O:49])=[CH:39][CH:40]=4)=[N:13][N:14]([C:16]([C:23]4[CH:28]=[CH:27][CH:26]=[CH:25][CH:24]=4)([C:29]4[CH:34]=[CH:33][CH:32]=[CH:31][CH:30]=4)[C:17]4[CH:18]=[CH:19][CH:20]=[CH:21][CH:22]=4)[CH:15]=3)[CH:9]=[CH:10][C:5]2=[N:4][CH:3]=1 |f:1.2|. Reported procedure: 1.7 g 3-iodo-6-{3-[4-(methylsulfanyl)phenyl]-1-trityl-1H-4-pyrazolyl}imidazo[1,2-a]pyridine obtained in Example 42 was dissolved in a solvent mixture of 30 mL tetrahydrofuran and 30 mL methanol, and then 20 mL aqueous solution of 3.1 g oxone was added in divided portions thereto. The mixture was stirred at room temperature for 2 hours, then water was added thereto, and the reaction solution was extracted with ethyl acetate and dried over magnesium sulfate. The product was purified by NH silica g...